Dataset: the Open Reaction Database (ORD), a public repository of structured organic reaction records. Task: describe an organic reaction: reactants, conditions, products, and yield Starting materials: C1(=CC=CC=C1)B(O)O (phenylboronic acid), BrC=1C(=NC=C(C1)CN1C=NC=C1)Cl (3-Bromo-2-chloro-5-imidazol-1-ylmethyl-pyridine). Yields the product N1(C=NC=C1)CC=1C=C(C(=NC1)C1=CC=CC=C1)C1=CC=CC=C1 (5-Imidazol-1-ylmethyl-2,3-diphenyl-pyridine). As a reaction SMILES: [C:1]1(B(O)O)[CH:6]=[CH:5][CH:4]=[CH:3][CH:2]=1.Br[C:11]1[C:12](Cl)=[N:13][CH:14]=[C:15]([CH2:17][N:18]2[CH:22]=[CH:21][N:20]=[CH:19]2)[CH:16]=1>>[N:18]1([CH2:17][C:15]2[CH:16]=[C:11]([C:1]3[CH:6]=[CH:5][CH:4]=[CH:3][CH:2]=3)[C:12]([C:1]3[CH:6]=[CH:5][CH:4]=[CH:3][CH:2]=3)=[N:13][CH:14]=2)[CH:22]=[CH:21][N:20]=[CH:19]1. Procedure: Synthesized using phenylboronic acid (134 mg, 1.10 mmol) and 6 (150 mg, 0.55 mmol) according to Method C. Yellow solid. Yield: 79 mg, 0.25 mmol, 46%. 1H NMR (500 MHz, CDCl3): δH (ppm): 5.27 (s, 2H), 7.00 (brs, 1H), 7.11-7.13 (m, 2H), 7.16 (brs, 1H), 7.21-7.28 (m, 6H), 7.32-7.34 (m, 2H), 7.49 (d, J=2.1 Hz, 1H), 8.60 (d, J=2.1 Hz, 1H); 13C NMR (CDCl3, 125 MHz): δC (ppm)=48.3, 119.2, 127.6, 128.0, 128.1, 128.4, 129.2, 129.4, 129.8, 136.4, 137.1, 137.5, 139.0, 139.3, 147.1, 147.1, 157.6; MS (ESI): m... Starting materials: [N+](=O)([O-])C1=CC=C2CCCC(C2=C1)=O (7-Nitro-1-tetralone), C(C1=CC=CC=C1)N (benzylamine), C(#N)[BH3-].[Na+] (sodium cyanoborohydride). Reagents/catalysts: CC([O-])C.[Ti+4].CC([O-])C.CC([O-])C.CC([O-])C (titanium isopropoxide). The solvent is C(C)O (ethanol). Run at time 1 hour. Product: [N+](=O)([O-])C1=CC=C2CCCC(C2=C1)NCC1=CC=CC=C1 (7-Nitro-1-((phenylmethyl)amino)-1,2,3,4-tetrahydronaphthalene). Reaction SMILES: [N+:1]([C:4]1[CH:13]=[C:12]2[C:7]([CH2:8][CH2:9][CH2:10][C:11]2=O)=[CH:6][CH:5]=1)([O-:3])=[O:2].[CH2:15]([NH2:22])[C:16]1[CH:21]=[CH:20][CH:19]=[CH:18][CH:17]=1.C([BH3-])#N.[Na+]>C(O)C.CC(C)[O-].[Ti+4].CC(C)[O-].CC(C)[O-].CC(C)[O-]>[N+:1]([C:4]1[CH:13]=[C:12]2[C:7]([CH2:8][CH2:9][CH2:10][CH:11]2[NH:22][CH2:15][C:16]2[CH:21]=[CH:20][CH:19]=[CH:18][CH:17]=2)=[CH:6][CH:5]=1)([O-:3])=[O:2] |f:2.3,5.6.7.8.9|. Reported procedure: 7-Nitro-1-tetralone (2.0 g, 10.5 mmol), benzylamine (1.2 ml, 10.5 mmol) and titanium isopropoxide (3.9 ml, 13.1 mmol) were combined and stirred for 1 hr. The mixture was diluted with absolute ethanol (12 ml), treated with sodium cyanoborohydride (0.44 g, 7.0 mmol) and allowed to stir for 20 hr. The solids were filtered and washed with ethanol. The ethanol was concentrated and the remaining oil used immediately in the next reaction: M.S. (M+H)+ =283. Reactants: C([O-])(O)=O.[Na+] (sodium bicarbonate), C1(CC1)ON=C(C(=O)N[C@H]1[C@@H]2N(C(=C(CS2)COC(N)=O)C(=O)O)C1=O)C=1N=C(SC1)NC=O (7β-[2-cyclopropyloxyimino-2-(2-formamidothiazol-4-yl)acetamido]-3-carbamoyloxymethyl-3-cephem-4-carboxylic acid), Cl (hydrochloric acid), ice water. The solvent is CO (methanol), O1CCCC1 (tetrahydrofuran). Product: NC=1SC=C(N1)C(C(=O)N[C@H]1[C@@H]2N(C(=C(CS2)COC(N)=O)C(=O)O)C1=O)=NOC1CC1 (7β-[2-(2-aminothiazol-4-yl)-2-(cyclopropyloxyimino)acetamido]-3-carbamoyloxymethyl-3-cephem-4-carboxylic acid). Yield: 45.5%. RXN SMILES: [CH:1]1([O:4][N:5]=[C:6]([C:27]2[N:28]=[C:29]([NH:32]C=O)[S:30][CH:31]=2)[C:7]([NH:9][C@@H:10]2[C:25](=[O:26])[N:12]3[C:13]([C:22]([OH:24])=[O:23])=[C:14]([CH2:17][O:18][C:19](=[O:21])[NH2:20])[CH2:15][S:16][C@H:11]23)=[O:8])[CH2:3][CH2:2]1.Cl.C(=O)(O)[O-].[Na+]>CO.O1CCCC1>[NH2:32][C:29]1[S:30][CH:31]=[C:27]([C:6](=[N:5][O:4][CH:1]2[CH2:2][CH2:3]2)[C:7]([NH:9][C@@H:10]2[C:25](=[O:26])[N:12]3[C:13]([C:22]([OH:24])=[O:23])=[C:14]([CH2:17][O:18][C:19](=[O:21])[NH2:20])[CH2:15][S:16][C@H:11]23)=[O:8])[N:28]=1 |f:2.3|. Procedure details: A mixture of 7β-[2-cyclopropyloxyimino-2-(2-formamidothiazol-4-yl)acetamido]-3-carbamoyloxymethyl-3-cephem-4-carboxylic acid (syn isomer) (2.0 g) and concentrated hydrochloric acid (1.2 ml) in a mixture of methanol (15 ml) and tetrahydrofuran (15 ml) was warmed at 33° to 35° C. for 1.5 hours. The mixture was poured into ice-water, adjusted to pH 7.5 with saturated aqueous solution of sodium bicarbonate and washed with ethyl acetate. The aqueous solution was adjusted to pH 2 with 1N hydrochloric ... Starting materials: CC1(C=2C=CC(=CC2C(CC1)(C)C)C1=NN=C(O1)C1CCNCC1)C (4-[5-(5,5,8,8-tetramethyl-5,6,7,8-tetrahydronaphthalen-2-yl)-1,3,4-oxadiazol-2-yl]piperidine), OCCCCC=O (5-hydroxypentanal). Yields the product CC1(C=2C=CC(=CC2C(CC1)(C)C)C1=NN=C(O1)C1CCN(CC1)CCCCCO)C (5-{4-[5-(5,5,8,8-tetramethyl-5,6,7,8-tetrahydronaphthalen-2-yl)-1,3,4-oxadiazol-2-yl]piperidin-1-yl}pentan-1-ol). Reaction SMILES: [CH3:1][C:2]1([CH3:25])[CH2:11][CH2:10][C:9]([CH3:13])([CH3:12])[C:8]2[CH:7]=[C:6]([C:14]3[O:18][C:17]([CH:19]4[CH2:24][CH2:23][NH:22][CH2:21][CH2:20]4)=[N:16][N:15]=3)[CH:5]=[CH:4][C:3]1=2.[OH:26][CH2:27][CH2:28][CH2:29][CH2:30][CH:31]=O>>[CH3:1][C:2]1([CH3:25])[CH2:11][CH2:10][C:9]([CH3:12])([CH3:13])[C:8]2[CH:7]=[C:6]([C:14]3[O:18][C:17]([CH:19]4[CH2:24][CH2:23][N:22]([CH2:31][CH2:30][CH2:29][CH2:28][CH2:27][OH:26])[CH2:21][CH2:20]4)=[N:16][N:15]=3)[CH:5]=[CH:4][C:3]1=2. Procedure details: The preparation was carried out as already described via a reductive amination starting from 50 mg (0.10 mmol) of 4-[5-(5,5,8,8-tetramethyl-5,6,7,8-tetrahydronaphthalen-2-yl)-1,3,4-oxadiazol-2-yl]piperidine and 21 mg (0.20 mmol) of 5-hydroxypentanal. Starting materials: CC(C(=O)OCC)(CCC1=CC=C(C=C1)SC1=CC=CC=C1)S(=O)(=O)C (ethyl 2-methyl-2-(methylsulfonyl)-4-[4-(phenylthio)phenyl]butanoate), O.[OH-].[Li+] (lithium hydroxide monohydrate), O (water). Solvent: O1CCCC1.CO (tetrahydrofuran methanol), Cl (HCl). Reaction conditions: time 8 hour. The product is CC(C(=O)O)(CCC1=CC=C(C=C1)SC1=CC=CC=C1)S(=O)(=O)C (2-methyl-2-(methylsulfonyl)-4-[4-(phenylthio)phenyl]butanoic acid). RXN SMILES: [CH3:1][C:2]([S:23]([CH3:26])(=[O:25])=[O:24])([CH2:8][CH2:9][C:10]1[CH:15]=[CH:14][C:13]([S:16][C:17]2[CH:22]=[CH:21][CH:20]=[CH:19][CH:18]=2)=[CH:12][CH:11]=1)[C:3]([O:5]CC)=[O:4].O.[OH-].[Li+].O>O1CCCC1.CO.Cl>[CH3:1][C:2]([S:23]([CH3:26])(=[O:24])=[O:25])([CH2:8][CH2:9][C:10]1[CH:15]=[CH:14][C:13]([S:16][C:17]2[CH:22]=[CH:21][CH:20]=[CH:19][CH:18]=2)=[CH:12][CH:11]=1)[C:3]([OH:5])=[O:4] |f:1.2.3,5.6|. Procedure: To a solution of ethyl 2-methyl-2-(methylsulfonyl)-4-[4-(phenylthio)phenyl]butanoate (348.6 mg, 0.887 mmol) in tetrahydrofuran/methanol (4:1, 10 mL) was added a solution of lithium hydroxide monohydrate in water (1.78 M, 3.55 mmol). The mixture was stirred at ambient temperature overnight. The mixture was diluted with aqueous HCl (1N in water) and extracted with diethyl ether 2×. The combined organic extracts were washed with water, dried over magnesium sulfate, filtered and concentrated to dryn... Reactants: CC(C)(C)[O-], CI, OCC#CCOCc1cc(Br)ccc1F, [K+], C1CCOC1. Yields the product COCC#CCOCc1cc(Br)ccc1F. RXN SMILES: [CH3:16][C:17]([CH3:18])([O-:19])[CH3:20].[CH3:22][I:23].[F:1][c:2]1[c:3]([CH2:4][O:5][CH2:6][C:7]#[C:8][CH2:9][OH:10])[cH:11][c:12]([Br:15])[cH:13][cH:14]1.[K+:21].[O:24]1[CH2:25][CH2:26][CH2:27][CH2:28]1>>[F:1][c:2]1[c:3]([CH2:4][O:5][CH2:6][C:7]#[C:8][CH2:9][O:10][CH3:16])[cH:11][c:12]([Br:15])[cH:13][cH:14]1.